Dataset: the Open Reaction Database (ORD), a public repository of structured organic reaction records. Task: describe an organic reaction: reactants, conditions, products, and yield Starting materials: solution, ICl (iodine monochloride), O1COC2=C1C=CC(=C2)NC(C)=O (N-(benzo[d][1,3]dioxol-5-yl)acetamide). Solvent: C(Cl)Cl (methylene chloride), C(Cl)Cl (methylene chloride), C(C)(=O)O (acetic acid). Run at time 8 hour. The product is IC=1C(=CC2=C(OCO2)C1)NC(C)=O (N-(6-iodobenzo[d][1,3]dioxol-5-yl)acetamide). Yield: 22.0%. RXN SMILES: [I:1]Cl.[O:3]1[C:7]2[CH:8]=[CH:9][C:10]([NH:12][C:13](=[O:15])[CH3:14])=[CH:11][C:6]=2[O:5][CH2:4]1>C(Cl)Cl.C(O)(=O)C>[I:1][C:9]1[C:10]([NH:12][C:13](=[O:15])[CH3:14])=[CH:11][C:6]2[O:5][CH2:4][O:3][C:7]=2[CH:8]=1. Reported procedure: A 1.0 M solution of iodine monochloride in methylene chloride (72.6 mL) was added dropwise to a solution of N-(benzo[d][1,3]dioxol-5-yl)acetamide (10 g, 55.8 mmol) in methylene chloride (66 mL) and acetic acid (11 mL). The mixture was stirred under nitrogen overnight and then washed with saturated sodium thiosulfate (2×150 mL) and brine (150 mL). The methylene chloride solution was dried (MgSO4) and evaporated, and the residue was purified by column chromatography on silica gel (CH2Cl2/petroleum... Starting materials: BrCCCCO (4-bromobutanol), ClC1=C(C=CC=C1Cl)O (2,3-dichlorophenol). Yields the product BrCCCCOC1=C(C(=CC=C1)Cl)Cl (1-(4-bromobutoxy)-2,3-dichlorobenzene). As a reaction SMILES: [Br:1][CH2:2][CH2:3][CH2:4][CH2:5][OH:6].[Cl:7][C:8]1[C:13]([Cl:14])=[CH:12][CH:11]=[CH:10][C:9]=1O>>[Br:1][CH2:2][CH2:3][CH2:4][CH2:5][O:6][C:12]1[CH:11]=[CH:10][CH:9]=[C:8]([Cl:7])[C:13]=1[Cl:14]. Procedure details: This example was prepared by substituting 3-bromopropanol with 4-bromobutanol and substituting 1-naphthol with 2,3-dichlorophenol in EXAMPLE 31A. Starting materials: C[C@H]1[C@H]([C@H](C[C@@H](O1)O[C@H]2C[C@@](CC=3C2=C(C4=C(C3O)C(=O)C5=CC=CC(=C5C4=O)OC)O)(C(=O)CO)O)N)O.Cl (doxorubicin hydrochloride), hyaluronic acid, C[C@H]1[C@H]([C@H](C[C@@H](O1)O[C@H]2C[C@@](CC=3C2=C(C4=C(C3O)C(=O)C5=CC=CC(=C5C4=O)OC)O)(C(=O)CO)O)N)O (doxorubicin), O (water), product 1, O (water), aqueous solution, O (H2O), C#CCCCCCC#C (1,8-Nonadiyne). The solvent is CS(=O)C (DMSO). The product is C#CCCCCCC#C (1,8-Nonadiyne), CuSO4.5H2O, O=C1C(O)=C(O)[C@H](O1)[C@@H](O)CO (ascorbic acid). As a reaction SMILES: C[C@@H]1[O:7][C@@H](O[C@@H:9]2[C:14]3=C(O)[C:16]4C(=O)C5C(=CC=CC=5OC)C(=O)[C:17]=4[C:18](O)=[C:13]3[CH2:12][C@@:11](O)(C(CO)=O)[CH2:10]2)C[C@H](N)[C@@H]1O.Cl.C[C@@H]1O[C@@H](O[C@@H]2C3=C(O)C4C(=O)C5C(=CC=CC=5OC)C(=O)C=4[C:58]([OH:59])=[C:53]3[CH2:52][C@@:51]([OH:77])([C:73]([CH2:75][OH:76])=[O:74])C2)C[C@H](N)[C@@H]1O.C#CCCCCCC#C.[OH2:89]>CS(C)=O>[CH:14]#[C:9][CH2:10][CH2:11][CH2:12][CH2:13][CH2:18][C:17]#[CH:16].[O:89]=[C:75]1[O:76][C@H:52]([C@H:53]([CH2:58][OH:59])[OH:7])[C:51]([OH:77])=[C:73]1[OH:74] |f:0.1|. Reported procedure: 100 mg of product 1 are dissolved in 1.1 ml of distilled water; a solution of 200 μl of 1,8-Nonadiyne in 11.23 ml of DMSO are prepared separately, whereas 23.2 mg of doxorubicin hydrochloride are dissolved in 0.5 ml of distilled water. The solution of hyaluronic acid is mixed with that of doxorubicin and with 0.2 ml of that of 1,8-Nonadiyne; 0.1 ml of an aqueous solution obtained with 50 mg of CuSO4.5H2O in 1 ml of H2O and 0.1 ml of an aqueous solution of 20 mg of ascorbic acid are then added. T... The product is COc1ccc(-c2nccs2)cc1. Reactants: COc1ccc(Br)cc1, c1cscn1. As a reaction SMILES: [Br:6][c:7]1[cH:8][cH:9][c:10]([O:13][CH3:14])[cH:11][cH:12]1.[cH:1]1[cH:2][s:3][cH:4][n:5]1>>[cH:1]1[cH:2][s:3][c:4](-[c:7]2[cH:8][cH:9][c:10]([O:13][CH3:14])[cH:11][cH:12]2)[n:5]1. Starting materials: C1(CC1)CNC1=CC=CC=C1 (N-(Cyclopropyl)methylaniline), C(C=C)N1C[C@@H](N(C[C@H]1C)[C@@H](C1=CC(=CC=C1)O[Si](C)(C)C(C)(C)C)C=1C=C(C(=O)Cl)C=CC1)C (3-((αR)-α-((2S,5R)-4-allyl-2,5-dimethyl-1-piperazinyl)-3-(tert-butyldimethylsilyloxy)benzyl)benzoyl chloride). The product is C(C=C)N1C[C@@H](N(C[C@H]1C)[C@@H](C1=CC(=CC=C1)O)C=1C=C(C(=O)N(C2=CC=CC=C2)CC2CC2)C=CC1)C (3-((αR)-α-((2S,5R)-4-allyl-2,5-dimethyl-1-piperazinyl)-3-hydroxybenzyl)-N-(cyclopropyl)methyl-N-phenylbenzamide). RXN SMILES: [CH:1]1([CH2:4][NH:5][C:6]2[CH:11]=[CH:10][CH:9]=[CH:8][CH:7]=2)[CH2:3][CH2:2]1.[CH2:12]([N:15]1[C@H:20]([CH3:21])[CH2:19][N:18]([C@H:22]([C:37]2[CH:38]=[C:39]([CH:43]=[CH:44][CH:45]=2)[C:40](Cl)=[O:41])[C:23]2[CH:28]=[CH:27][CH:26]=[C:25]([O:29][Si](C(C)(C)C)(C)C)[CH:24]=2)[C@@H:17]([CH3:46])[CH2:16]1)[CH:13]=[CH2:14]>>[CH2:12]([N:15]1[C@H:20]([CH3:21])[CH2:19][N:18]([C@H:22]([C:37]2[CH:38]=[C:39]([CH:43]=[CH:44][CH:45]=2)[C:40]([N:5]([CH2:4][CH:1]2[CH2:2][CH2:3]2)[C:6]2[CH:11]=[CH:10][CH:9]=[CH:8][CH:7]=2)=[O:41])[C:23]2[CH:28]=[CH:27][CH:26]=[C:25]([OH:29])[CH:24]=2)[C@@H:17]([CH3:46])[CH2:16]1)[CH:13]=[CH2:14]. Procedure details: N-(Cyclopropyl)methylaniline was coupled with 3-((αR)-α-((2S,5R)-4-allyl-2,5-dimethyl-1-piperazinyl)-3-(tert-butyldimethylsilyloxy)benzyl)benzoyl chloride, deprotected and purified by the methods described in Example 10 to give 3-((αR)-α-((2S,5R)-4-allyl-2,5-dimethyl-1-piperazinyl)-3-hydroxybenzyl)-N-(cyclopropyl)methyl-N-phenylbenzamide as an off-white powder. NMR (200 MHz, DMSO-d6): δ0.09 (m, 2H); 0.39 (m, 2H); 0.92 (d, J=6.3 Hz,3H); 0.96 (d, J=6.2 Hz, 3H); 1.28 (m, 1H); 1.69 (dd, J1 =7.4 Hz, ... Starting materials: ClC=1C=CC(=C(C(C2=CC=CC=C2)O)C1)CO (5-Chloro-2-hydroxymethyl-benzhydrol), C(C)(=O)OC(C)=O (acetic anhydride). Solvent: C1=CC=CC=C1 (benzene). The product is C(C)(=O)OCC1=C(C(C2=CC=CC=C2)O)C=C(C=C1)Cl (2-Acetoxymethyl-5-chloro-benzhydrol). Reaction SMILES: [Cl:1][C:2]1[CH:3]=[CH:4][C:5]([CH2:16][OH:17])=[C:6]([CH:15]=1)[CH:7]([OH:14])[C:8]1[CH:13]=[CH:12][CH:11]=[CH:10][CH:9]=1.[C:18](OC(=O)C)(=[O:20])[CH3:19]>C1C=CC=CC=1>[C:18]([O:17][CH2:16][C:5]1[CH:4]=[CH:3][C:2]([Cl:1])=[CH:15][C:6]=1[CH:7]([OH:14])[C:8]1[CH:13]=[CH:12][CH:11]=[CH:10][CH:9]=1)(=[O:20])[CH3:19]. Procedure details: To a solution of 97 g. of the compound of Example 1 in 550 ml. of benzene, 75 ml. of acetic anhydride is added and the mixture is gently refluxed for 3 hours. The cooled solution is washed with aqueous sodium bicarbonate, then with water. The organic phase is dried over sodium sulphate and evaporated to dryness. The residue, after trituration with light petroleum, is crystallized from a mixture of ethyl ether and benzol. M.p. 86°-88° C. Yield 60 g. Reactants: C(C)(C)(C)O[C@H](C(=O)OCC)C=1C(=NC(=C(C1N1CCC(CC1)(C)C)C1=CC=C(C=C1)OCC1=C(C=CC=C1)OC)C)C ((S)-ethyl 2-(tert-butoxy)-2-(4-(4,4-dimethylpiperidin-1-yl)-5-(4-((2-methoxybenzyl)oxy)phenyl)-2,6-dimethylpyridin-3-yl)acetate), [Li+].[OH-] (LiOH). Run in CCO.O (EtOH H2O). Yields the product C(C)(C)(C)O[C@H](C(=O)O)C=1C(=NC(=C(C1N1CCC(CC1)(C)C)C1=CC=C(C=C1)OCC1=C(C=CC=C1)OC)C)C ((S)-2-(tert-butoxy)-2-(4-(4,4-dimethylpiperidin-1-yl)-5-(4-((2-methoxybenzyl)oxy)phenyl)-2,6-dimethylpyridin-3-yl)acetic acid). Yield: 72.1%. RXN SMILES: [C:1]([O:5][C@@H:6]([C:12]1[C:13]([CH3:43])=[N:14][C:15]([CH3:42])=[C:16]([C:26]2[CH:31]=[CH:30][C:29]([O:32][CH2:33][C:34]3[CH:39]=[CH:38][CH:37]=[CH:36][C:35]=3[O:40][CH3:41])=[CH:28][CH:27]=2)[C:17]=1[N:18]1[CH2:23][CH2:22][C:21]([CH3:25])([CH3:24])[CH2:20][CH2:19]1)[C:7]([O:9]CC)=[O:8])([CH3:4])([CH3:3])[CH3:2].[Li+].[OH-]>CCO.O>[C:1]([O:5][C@@H:6]([C:12]1[C:13]([CH3:43])=[N:14][C:15]([CH3:42])=[C:16]([C:26]2[CH:31]=[CH:30][C:29]([O:32][CH2:33][C:34]3[CH:39]=[CH:38][CH:37]=[CH:36][C:35]=3[O:40][CH3:41])=[CH:28][CH:27]=2)[C:17]=1[N:18]1[CH2:19][CH2:20][C:21]([CH3:25])([CH3:24])[CH2:22][CH2:23]1)[C:7]([OH:9])=[O:8])([CH3:4])([CH3:3])[CH3:2] |f:1.2,3.4|. Procedure details: A mixture of (S)-ethyl 2-(tert-butoxy)-2-(4-(4,4-dimethylpiperidin-1-yl)-5-(4-((2-methoxybenzyl)oxy)phenyl)-2,6-dimethylpyridin-3-yl)acetate (0.036 g, 0.061 mmol) and LiOH (0.015 g, 0.611 mmol) in 9:1 EtOH/H2O (2 mL0 was refluxed for 3 h. Then, cooled and purified by prep-HPLC to afford (S)-2-(tert-butoxy)-2-(4-(4,4-dimethylpiperidin-1-yl)-5-(4-((2-methoxybenzyl)oxy)phenyl)-2,6-dimethylpyridin-3-yl)acetic acid (0.0247 g, 0.044 mmol, 72.0% yield) as white solid. 1H NMR (500 MHz, CDCl3) δ 7.50 (dd... Starting materials: COC(C1=CN=C(C=C1)NC(CSC1N(C(C(=C1C)C)=O)CC1=CC=C(C=C1)OC)=O)=O (6-{2-[1-(4-Methoxybenzyl)-3,4-dimethyl-5-oxo-2,5-dihydro-1H-pyrrol-2-ylsulfanyl]-acetylamino}-nicotinic acid methyl ester), C(C)OC(CC=1N=C(SC1)N)=O ((2-aminothiazol-4-yl)-acetic acid ethyl ester). The product is C(C)OC(CC=1N=C(SC1)NC(CSC1N(C(C(=C1C)C)=O)CC1=CC=C(C=C1)OC)=O)=O ((2-{2-[1-(4-Methoxy-benzyl)-3,4-dimethyl-5-oxo-2,5-dihydro-1H-pyrrol-2-ylsulfanyl]-acetylamino}-thiazol-4-yl)-acetic acid ethyl ester). Reaction SMILES: COC(=O)C1C=CC(N[C:11](=[O:31])[CH2:12][S:13][CH:14]2[C:18]([CH3:19])=[C:17]([CH3:20])[C:16](=[O:21])[N:15]2[CH2:22][C:23]2[CH:28]=[CH:27][C:26]([O:29][CH3:30])=[CH:25][CH:24]=2)=NC=1.[CH2:33]([O:35][C:36](=[O:44])[CH2:37][C:38]1[N:39]=[C:40]([NH2:43])[S:41][CH:42]=1)[CH3:34]>>[CH2:33]([O:35][C:36](=[O:44])[CH2:37][C:38]1[N:39]=[C:40]([NH:43][C:11](=[O:31])[CH2:12][S:13][CH:14]2[C:18]([CH3:19])=[C:17]([CH3:20])[C:16](=[O:21])[N:15]2[CH2:22][C:23]2[CH:24]=[CH:25][C:26]([O:29][CH3:30])=[CH:27][CH:28]=2)[S:41][CH:42]=1)[CH3:34]. Procedure: The product from Example 1, Part C (160 mg, 0.5 mmol) and (2-aminothiazol-4-yl)-acetic acid ethyl ester (92 mg, 0.5 mmol) were reacted as described in Example 5. After evaporation of the reaction solvent the residue was partitioned between water and EtOAc, and the organic phase was washed with EtOAc. The combined organics were washed with brine, dried (Na2SO4), filtered, and evaporated. The title compound was obtained by silica gel chromatography (90 mg, 37%). 1H NMR (400 MHz, CDCl3) δ 9.80 (br ... Starting materials: O=C(O)c1ccc2c(c1)OC(F)(F)O2, Cc1cccc(N)c1C. The reagents and catalysts are CCOP(=O)(OCC)ON1C(=O)C2=CC=CC=C2N=N1 (DEPBT), CCN(C(C)C)C(C)C (DIPEA). The solvent is CN(C)C=O (DMF), CN(C)C=O (DMF), CN(C)C=O (DMF), CN(C)C=O (DMF), CN(C)C=O (DMF), CN(C)C=O (DMF). Reaction conditions: temperature 25 celsius, time 2 hour. The product is Cc1cccc(NC(=O)c2ccc3c(c2)OC(F)(F)O3)c1C. Yield: 75.2%. RXN SMILES: Cc1cccc(N)c1C.O=C(O)c1ccc2c(c1)OC(F)(F)O2.CCOP(=O)(OCC)ON1C(=O)C2=CC=CC=C2N=N1.CCN(C(C)C)C(C)C.CN(C)C=O>>Cc1cccc(NC(=O)c2ccc3c(c2)OC(F)(F)O3)c1C.